This data is from the Open Reaction Database (ORD), a public repository of structured organic reaction records. The task is: describe an organic reaction: reactants, conditions, products, and yield Reactants: FC(C(=O)N1C2CC(CC1CC2)=C2C1=CC=CC=C1OC=1C(=CC=CC21)OS(=O)(=O)C(F)(F)F)(F)F (trifluoromethanesulfonic acid 9-[8-(2,2, 2-trifluoroacetyl)-8-aza-bicyclo[3.2.1]oct-3-ylidene]-9H-xanthen-4-yl ester), [C-]#N (cyanide). Reagents/catalysts: [C-]#N.[Zn+2].[C-]#N (zinc cyanide), [Pd] (palladium), [Pd].C1(=CC=CC=C1)P(C1=CC=CC=C1)C1=CC=CC=C1.C1(=CC=CC=C1)P(C1=CC=CC=C1)C1=CC=CC=C1.C1(=CC=CC=C1)P(C1=CC=CC=C1)C1=CC=CC=C1.C1(=CC=CC=C1)P(C1=CC=CC=C1)C1=CC=CC=C1 (tetrakis(triphenylphosphine) palladium). Solvent: CN(C=O)C (dimethyl formamide). The product is FC(C(=O)N1C2CC(CC1CC2)=C2C1=CC=CC=C1OC=1C(=CC=CC21)C#N)(F)F (9-[8-(2,2,2-Trifluoroacetyl)-8-aza-bicyclo[3.2.1]oct-3-ylidene]-9H-xanthene-4-carbonitrile). As a reaction SMILES: [F:1][C:2]([F:36])([F:35])[C:3]([N:5]1[CH:10]2[CH2:11][CH2:12][CH:6]1[CH2:7][C:8](=[C:13]1[C:26]3[CH:25]=[CH:24][CH:23]=[C:22](OS(C(F)(F)F)(=O)=O)[C:21]=3[O:20][C:19]3[C:14]1=[CH:15][CH:16]=[CH:17][CH:18]=3)[CH2:9]2)=[O:4].[C-:37]#[N:38]>[Pd].[Pd].C1(P(C2C=CC=CC=2)C2C=CC=CC=2)C=CC=CC=1.C1(P(C2C=CC=CC=2)C2C=CC=CC=2)C=CC=CC=1.C1(P(C2C=CC=CC=2)C2C=CC=CC=2)C=CC=CC=1.C1(P(C2C=CC=CC=2)C2C=CC=CC=2)C=CC=CC=1.[C-]#N.[Zn+2].[C-]#N.CN(C)C=O>[F:36][C:2]([F:35])([F:1])[C:3]([N:5]1[CH:10]2[CH2:11][CH2:12][CH:6]1[CH2:7][C:8](=[C:13]1[C:26]3[CH:25]=[CH:24][CH:23]=[C:22]([C:37]#[N:38])[C:21]=3[O:20][C:19]3[C:14]1=[CH:15][CH:16]=[CH:17][CH:18]=3)[CH2:9]2)=[O:4] |f:3.4.5.6.7,8.9.10|. Procedure details: A solution of trifluoromethanesulfonic acid 9-[8-(2,2, 2-trifluoroacetyl)-8-aza-bicyclo[3.2.1]oct-3-ylidene]-9H-xanthen-4-yl ester in a deoxygenated solvent such as dimethyl formamide (0.5 to 2 M solution) may be treated with a catalytic amount of a palladium catalyst such as tetrakis(triphenylphosphine) palladium ( 0.01 to 0.1 equiv) and a cyanide source such as zinc cyanide (1.5 to 3 equiv). The mixture may be heated to 100° C. to 150° C. under an argon atmosphere for 1 to 5 hr. After cooling,... Reactants: COc1ccc(Cn2nc(NC3CCNC3)c3c(Oc4ccc(NC(=O)c5ccnn(-c6ccc(F)cc6)c5=O)cc4F)ccnc32)cc1, O=C(O)C(F)(F)F. Product: O=C(Nc1ccc(Oc2ccnc3[nH]nc(NC4CCNC4)c23)c(F)c1)c1ccnn(-c2ccc(F)cc2)c1=O. Reaction SMILES: [CH3:1][O:2][c:3]1[cH:4][cH:5][c:6]([CH2:7][n:8]2[n:9][c:10]([NH:42][CH:43]3[CH2:44][NH:45][CH2:46][CH2:47]3)[c:11]3[c:12]2[n:13][cH:14][cH:15][c:16]3[O:17][c:18]2[c:19]([F:41])[cH:20][c:21]([NH:24][C:25](=[O:26])[c:27]3[c:28](=[O:40])[n:29](-[c:33]4[cH:34][cH:35][c:36]([F:39])[cH:37][cH:38]4)[n:30][cH:31][cH:32]3)[cH:22][cH:23]2)[cH:48][cH:49]1.[F:50][C:51]([F:52])([F:53])[C:54]([OH:55])=[O:56]>>[nH:8]1[n:9][c:10]([NH:42][CH:43]2[CH2:44][NH:45][CH2:46][CH2:47]2)[c:11]2[c:12]1[n:13][cH:14][cH:15][c:16]2[O:17][c:18]1[c:19]([F:41])[cH:20][c:21]([NH:24][C:25](=[O:26])[c:27]2[c:28](=[O:40])[n:29](-[c:33]3[cH:34][cH:35][c:36]([F:39])[cH:37][cH:38]3)[n:30][cH:31][cH:32]2)[cH:22][cH:23]1. Reactants: C(C)(C)(C)OC(=O)N1C(CC1(C)C)=O (N-(t-butoxycarbonyl)-4,4-dimethylazetidin-2-one), [OH-].[Li+] (lithium hydroxide). Solvent: O1CCCC1 (tetrahydrofuran), CCOCC (ether), O (water). Run at time 2 hour. The product is C(C)(C)(C)OC(=O)NC(CC(=O)O)(C)C (3-t-Butoxycarbonylamino-3-methylbutanoic acid). Isolated yield 87.0%. Reaction SMILES: [C:1]([O:5][C:6]([N:8]1[C:11]([CH3:13])([CH3:12])[CH2:10][C:9]1=[O:14])=[O:7])([CH3:4])([CH3:3])[CH3:2].[OH-:15].[Li+]>O1CCCC1.CCOCC.O>[C:1]([O:5][C:6]([NH:8][C:11]([CH3:13])([CH3:12])[CH2:10][C:9]([OH:14])=[O:15])=[O:7])([CH3:4])([CH3:3])[CH3:2] |f:1.2|. Procedure: A 3 L, 3-neck round bottom flask equipped with a magnetic stirrer, thermometer, nitrogen bubbler and addition funnel was charged with 180.3 g (0.89 mol) of N-(t-butoxycarbonyl)-4,4-dimethylazetidin-2-one dissolved in 1 L of tetrahydrofuran. The solution was cooled to 0°-5° C. and treated dropwise with 890 mL of 1.0M aqueous lithium hydroxide over 30 minutes. The reaction mixture was stirred at 0°-5° C. for 2 hours then diluted with 1 L of ether and 1 L of water. The layers were allowed to separa... The reactants are [Mn](=O)(=O)(=O)[O-].[K+] (potassium permanganate), FC1=NC=CC=C1C#CC1=C(C=C(C=C1)F)[N+](=O)[O-] (2-fluoro-3-[(4-fluoro-2-nitrophenyl)ethynyl]pyridine), C([O-])(O)=O.[Na+] (sodium bicarbonate), S(=O)(=O)([O-])[O-].[Mg+2] (magnesium sulfate), O (water), [Mn](=O)(=O)(=O)[O-].[K+] (potassium permanganate), N(=O)[O-].[Na+] (NaNO2), OS(=O)(=O)O (H2SO4). Reagents/catalysts: O=[Mn]=O (MnO2). Run in CC(=O)C (acetone). The product is FC1=CC(=C(C=C1)C(C(=O)C=1C(=NC=CC1)F)=O)[N+](=O)[O-] (1-(4-fluoro-2-nitrophenyl)-2-(2-fluoropyridin-3-yl)ethane-1,2-dione). As a reaction SMILES: [F:1][C:2]1[C:7]([C:8]#[C:9][C:10]2[CH:15]=[CH:14][C:13]([F:16])=[CH:12][C:11]=2[N+:17]([O-:19])=[O:18])=[CH:6][CH:5]=[CH:4][N:3]=1.C(=O)(O)[O-:21].[Na+].S([O-])([O-])(=O)=O.[Mg+2].[Mn]([O-])(=O)(=O)=O.[K+].N([O-])=O.[Na+].OS(O)(=O)=O.[OH2:46]>O=[Mn]=O.CC(C)=O>[F:16][C:13]1[CH:14]=[CH:15][C:10]([C:9](=[O:21])[C:8]([C:7]2[C:2]([F:1])=[N:3][CH:4]=[CH:5][CH:6]=2)=[O:46])=[C:11]([N+:17]([O-:19])=[O:18])[CH:12]=1 |f:1.2,3.4,5.6,7.8|. Procedure: A 250 mL Erlenmeyer flask, immersed in a water bath at 25° C., was charged with acetone (20 mL) and 2-fluoro-3-[(4-fluoro-2-nitrophenyl)ethynyl]pyridine (0.443 g, 0.0017 mol). To this solution was added a solution of sodium bicarbonate (0.08 g, 0.001 mol) and magnesium sulfate (0.4 g, 0.003 mol) in water (10 mL). The mixture was stirred with a mechanical stirrer. Powdered potassium permanganate (0.91 g, 0.0058 mol) was then added in one portion, and the mixture was stirred for 4 hours. The unrea... Reported procedure: 79 g (370 mmol) of sodium metaperiodate are added in portions to a vigorously stirred solution of 48 g (185 mmol) of tert-butyl (2E)-3-(4-cyano-2-methoxyphenyl)acrylate, 207 mg (0.81 mmol) of osmium tetroxide and 1.4 g (6.14 mmol) of benzyltriethylammonium chloride in 750 ml of water/THF (2:1), keeping the reaction temperature below 30° C. The solution is stirred at RT for a further 1 h. Water (2000 ml) is added and the mixture is then filtered. The remaining solid is dissolved in ethyl acetate,... Reagents/catalysts: [Cl-].C(C1=CC=CC=C1)[N+](CC)(CC)CC (benzyltriethylammonium chloride), [Os](=O)(=O)(=O)=O (osmium tetroxide). Reaction conditions: time 1 hour. As a reaction SMILES: I([O-])(=O)(=O)=O.[Na+].[C:7]([C:9]1[CH:14]=[CH:13][C:12](/[CH:15]=C/C(OC(C)(C)C)=O)=[C:11]([O:24][CH3:25])[CH:10]=1)#[N:8].[OH2:26]>[Cl-].C([N+](CC)(CC)CC)C1C=CC=CC=1.O.C1COCC1.[Os](=O)(=O)(=O)=O>[CH:15]([C:12]1[CH:13]=[CH:14][C:9]([C:7]#[N:8])=[CH:10][C:11]=1[O:24][CH3:25])=[O:26] |f:0.1,4.5,6.7|. Starting materials: I(=O)(=O)(=O)[O-].[Na+] (sodium metaperiodate), C(#N)C1=CC(=C(C=C1)/C=C/C(=O)OC(C)(C)C)OC (tert-butyl (2E)-3-(4-cyano-2-methoxyphenyl)acrylate), O (Water). Run in O.C1CCOC1 (water THF). The product is C(=O)C1=C(C=C(C#N)C=C1)OC (4-Formyl-3-methoxybenzonitrile).